From a dataset of the Open Reaction Database (ORD), a public repository of structured organic reaction records. describe an organic reaction: reactants, conditions, products, and yield The reactants are FC(C(=O)O)(F)F (trifluoroacetic acid), COC1=CC2=C(NC(=N2)N[C@@H](CC2=CC=C(C=C2)OCCCC(NC=2NCCCN2)=O)C(=O)OC(C)(C)C)C=C1 ((1,1-dimethyl ethyl) N-[5-methoxy-1H-benzimidazol-2-yl]-O-[4-oxo-4-[(1,4,5,6-tetrahydro-2-pyrimidinyl)amino]butyl]-L-tyrosinate), C1(=CC=CC=C1)C (toluene). Run in ClCCl (dichloromethane). Conditions: time 3 hour. The product is COC1=CC2=C(NC(=N2)N[C@@H](CC2=CC=C(C=C2)OCCCC(NC=2NCCCN2)=O)C(=O)O)C=C1 (N-[5-methoxy-1H-benzimidazol-2-yl]-O-[4-oxo-4-[(1,4,5,6-tetrahydro-2-pyrimidinyl)amino]butyl]-L-tyrosine). Yield: 49.0%. Reaction SMILES: FC(F)(F)C(O)=O.[CH3:8][O:9][C:10]1[CH:47]=[CH:46][C:13]2[NH:14][C:15]([NH:17][C@H:18]([C:39]([O:41]C(C)(C)C)=[O:40])[CH2:19][C:20]3[CH:25]=[CH:24][C:23]([O:26][CH2:27][CH2:28][CH2:29][C:30](=[O:38])[NH:31][C:32]4[NH:33][CH2:34][CH2:35][CH2:36][N:37]=4)=[CH:22][CH:21]=3)=[N:16][C:12]=2[CH:11]=1.C1(C)C=CC=CC=1>ClCCl>[CH3:8][O:9][C:10]1[CH:47]=[CH:46][C:13]2[NH:14][C:15]([NH:17][C@H:18]([C:39]([OH:41])=[O:40])[CH2:19][C:20]3[CH:25]=[CH:24][C:23]([O:26][CH2:27][CH2:28][CH2:29][C:30](=[O:38])[NH:31][C:32]4[NH:33][CH2:34][CH2:35][CH2:36][N:37]=4)=[CH:22][CH:21]=3)=[N:16][C:12]=2[CH:11]=1. Reported procedure: 2 ml of trifluoroacetic acid is added to 25 mg of ester 4-5a in 5 ml of dichloromethane, followed by agitating for 3 hours at ambient temperature then adding toluene. After evaporating under reduced pressure, taking up in dichloromethane and crystallizing by adding an Et2O/pentane mixture, 11 mg of 4-6a is obtained. Starting materials: CC(C)(C)OC(=O)N1CC2CN(c3ncc(Br)s3)CC2C1, OB(O)c1ccccc1. Product: CC(C)(C)OC(=O)N1CC2CN(c3ncc(-c4ccccc4)s3)CC2C1. Reaction SMILES: [C:1]([CH3:2])([CH3:3])([CH3:4])[O:5][C:6](=[O:7])[N:8]1[CH2:9][CH:10]2[CH2:11][N:12]([c:16]3[s:17][c:18]([Br:21])[cH:19][n:20]3)[CH2:13][CH:14]2[CH2:15]1.[OH:22][B:23]([OH:24])[c:25]1[cH:26][cH:27][cH:28][cH:29][cH:30]1>>[C:1]([CH3:2])([CH3:3])([CH3:4])[O:5][C:6](=[O:7])[N:8]1[CH2:9][CH:10]2[CH2:11][N:12]([c:16]3[s:17][c:18](-[c:25]4[cH:26][cH:27][cH:28][cH:29][cH:30]4)[cH:19][n:20]3)[CH2:13][CH:14]2[CH2:15]1. The reactants are OC1=CC=C(C=C1)[C@H](CC(=O)OCC)C#CC (ethyl (3S)-3-(4-hydroxyphenyl)hex-4-ynoate), BrCC1=CC=C(C=C1)CBr (1,4-bis(bromomethyl)benzene), C(=O)([O-])[O-].[Cs+].[Cs+] (Cs2CO3). Solvent: O (water), CN(C)C=O (DMF). Product: BrCC1=CC=C(C=C1)COC1=CC=C(C=C1)[C@H](CC(=O)OCC)C#CC (Ethyl (3S)-3-[4-[[4-(bromomethyl)phenyl]methoxy]phenyl]hex-4-ynoate). Yield: 56.0%. Reaction SMILES: [OH:1][C:2]1[CH:7]=[CH:6][C:5]([C@@H:8]([C:15]#[C:16][CH3:17])[CH2:9][C:10]([O:12][CH2:13][CH3:14])=[O:11])=[CH:4][CH:3]=1.[Br:18][CH2:19][C:20]1[CH:25]=[CH:24][C:23]([CH2:26]Br)=[CH:22][CH:21]=1.C([O-])([O-])=O.[Cs+].[Cs+]>CN(C=O)C.O>[Br:18][CH2:19][C:20]1[CH:25]=[CH:24][C:23]([CH2:26][O:1][C:2]2[CH:3]=[CH:4][C:5]([C@@H:8]([C:15]#[C:16][CH3:17])[CH2:9][C:10]([O:12][CH2:13][CH3:14])=[O:11])=[CH:6][CH:7]=2)=[CH:22][CH:21]=1 |f:2.3.4|. Procedure details: To a solution ethyl (3S)-3-(4-hydroxyphenyl)hex-4-ynoate (0.1 g, 0.43 mmol) and 1,4-bis(bromomethyl)benzene (0.227 g, 0.861 mmol) in DMF (5 mL) is added Cs2CO3 (0.28 g, 0.861 mmol) at 0° C. The reaction mixture is allowed to warm to room temperature over 2 h. The reaction mixture is diluted with water (25 mL) and extracted with EtOAc (3×10 mL). The combined organic layer is washed with water (10 mL×3) and saturated brine solution (10 mL), dried, filtered, and evaporated to dryness. The crude pro...